The task is: describe an organic reaction: reactants, conditions, products, and yield. This data is from the Open Reaction Database (ORD), a public repository of structured organic reaction records. Reactants: COC(=O)C(CNC(=O)OC(C)(C)C)N1CCN(Cc2ccccc2)CC1, CCO. The product is COC(=O)C(CNC(=O)OC(C)(C)C)N1CCNCC1. RXN SMILES: [CH3:1][O:2][C:3]([CH:4]([CH2:5][NH:6][C:7](=[O:8])[O:9][C:10]([CH3:11])([CH3:12])[CH3:13])[N:14]1[CH2:15][CH2:16][N:17]([CH2:20][c:21]2[cH:22][cH:23][cH:24][cH:25][cH:26]2)[CH2:18][CH2:19]1)=[O:27].[CH3:28][CH2:29][OH:30]>>[CH3:1][O:2][C:3]([CH:4]([CH2:5][NH:6][C:7](=[O:8])[O:9][C:10]([CH3:11])([CH3:12])[CH3:13])[N:14]1[CH2:15][CH2:16][NH:17][CH2:18][CH2:19]1)=[O:27]. The product is BrC=1C=NN(C1)CC1=CC=C(C(=O)N)C=C1 (4-((4-bromo-1H-pyrazol-1-yl)methyl)benzamide). Procedure: A mixture of 4-bromo-1H-pyrazole (400 mg, 2.72 mmol), 4-(chloromethyl)benzamide (462 mg, 2.72 mmol), and potassium carbonate (940 mg, 6.80 mmol) in DMF (5 mL) was stirred for 2 hours at 80° C. The reaction mixture was then cooled to ambient temperature and diluted with diethyl ether (400 mL). The mixture was washed with water (2×100 mL) and brine (25 mL). The organic layer was dried over magnesium sulfate, filtered, and concentrated under reduced pressure to afford the crude product residue. The... Run at temperature 80 celsius, time 2 hour. RXN SMILES: [Br:1][C:2]1[CH:3]=[N:4][NH:5][CH:6]=1.Cl[CH2:8][C:9]1[CH:17]=[CH:16][C:12]([C:13]([NH2:15])=[O:14])=[CH:11][CH:10]=1.C(=O)([O-])[O-].[K+].[K+].CCCCCCC>CN(C=O)C.C(OCC)C.C(OCC)(=O)C>[Br:1][C:2]1[CH:3]=[N:4][N:5]([CH2:8][C:9]2[CH:17]=[CH:16][C:12]([C:13]([NH2:15])=[O:14])=[CH:11][CH:10]=2)[CH:6]=1 |f:2.3.4|. The reactants are crude product, BrC=1C=NNC1 (4-bromo-1H-pyrazole), ClCC1=CC=C(C(=O)N)C=C1 (4-(chloromethyl)benzamide), C([O-])([O-])=O.[K+].[K+] (potassium carbonate), CCCCCCC (n-heptane). The solvent is C(C)(=O)OCC (ethyl acetate), CN(C)C=O (DMF), C(C)OCC (diethyl ether).